Dataset: the Open Reaction Database (ORD), a public repository of structured organic reaction records. Task: describe an organic reaction: reactants, conditions, products, and yield Reactants: BrB(Br)Br, ClCCl, CO, CCCCC(=O)c1c(-c2ccc3cc(OC)ccc3c2)oc2ccc(Cl)cc12. As a reaction SMILES: [B:29]([Br:30])([Br:31])[Br:32].[CH2:35]([Cl:36])[Cl:37].[CH3:33][OH:34].[Cl:1][c:2]1[cH:3][cH:4][c:5]2[c:6]([c:7]([C:22]([CH2:23][CH2:24][CH2:25][CH3:26])=[O:27])[c:8](-[c:10]3[cH:11][c:12]4[cH:13][cH:14][c:15]([O:20][CH3:21])[cH:16][c:17]4[cH:18][cH:19]3)[o:9]2)[cH:28]1>>[Cl:1][c:2]1[cH:3][cH:4][c:5]2[c:6]([c:7]([C:22]([CH2:23][CH2:24][CH2:25][CH3:26])=[O:27])[c:8](-[c:10]3[cH:11][c:12]4[cH:13][cH:14][c:15]([OH:20])[cH:16][c:17]4[cH:18][cH:19]3)[o:9]2)[cH:28]1. The product is CCCCC(=O)c1c(-c2ccc3cc(O)ccc3c2)oc2ccc(Cl)cc12. The reactants are C(Cl)(Cl)Cl (chloroform), BrN1C(CCC1=O)=O (N-bromosuccinimide), 2,2-azobis-iso-butylonitrile, CC=1C=C2C=CC(=CC2=CC1)C#N (6-methyl-2-naphthalenecarbonitrile). The solvent is C(Cl)(Cl)(Cl)Cl (carbon tetrachloride). Product: BrCC=1C=C2C=CC(=CC2=CC1)C#N (6-bromomethyl-2-naphthalenecarbonitrile). Isolated yield 78.6%. As a reaction SMILES: [CH3:1][C:2]1[CH:3]=[C:4]2[C:9](=[CH:10][CH:11]=1)[CH:8]=[C:7]([C:12]#[N:13])[CH:6]=[CH:5]2.[Br:14]N1C(=O)CCC1=O.C(Cl)(Cl)Cl>C(Cl)(Cl)(Cl)Cl>[Br:14][CH2:1][C:2]1[CH:3]=[C:4]2[C:9](=[CH:10][CH:11]=1)[CH:8]=[C:7]([C:12]#[N:13])[CH:6]=[CH:5]2. Procedure details: 6.11 g of 6-methyl-2-naphthalenecarbonitrile was dissolved in 100 ml of carbon tetrachloride, and the solution was mixed with 6.63 g of N-bromosuccinimide and 30 mg of 2,2-azobis-iso-butylonitrile. After refluxing under heating for 4 hours, the resulting reaction solution was mixed with chloroform, washed with water, and then dried. By distilling off the solvent, 7.07 g of colorless 6-bromomethyl-2-naphthalenecarbonitrile was obtained. Reactants: C(C1=CC=CC=C1)OC(=O)N[C@@H]([C@@H](C)CC)C(=O)O (N-benzyloxycarbonyl-L-isoleucine), ( A ), Cl.Cl.NCC(=O)NC1=C(C=CC=C1)C(C1=NC=CC(=C1)Br)=O (2-amino-N-(4-bromo-2-picolinoylphenyl)-acetamide dihydrochloride), ( A ), C(C(C)C)OC(=O)Cl (isobutylchloroformate), C(C)N1CCOCC1 (N-ethylmorpholine), C(C)N1CCOCC1 (N-ethylmorpholine). Run in CN(C=O)C (dimethylformamide), O1CCCC1 (tetrahydrofuran). Conditions: temperature -10 celsius, time 20 minute. The product is C(C1=CC=CC=C1)OC(=O)N[C@@H]([C@@H](C)CC)C(=O)NCC(=O)NC1=C(C=CC=C1)C(C1=NC=CC(=C1)Br)=O ((N-benzyloxycarbonyl-L-isoleucyl)-N-(4-bromo-2-picolinoylpheny)-glycinamide). Isolated yield 60.0%. Reaction SMILES: [CH2:1]([O:8][C:9]([NH:11][C@H:12]([C:17]([OH:19])=O)[C@H:13]([CH2:15][CH3:16])[CH3:14])=[O:10])[C:2]1[CH:7]=[CH:6][CH:5]=[CH:4][CH:3]=1.C(OC(Cl)=O)C(C)C.C(N1CCOCC1)C.Cl.Cl.[NH2:38][CH2:39][C:40]([NH:42][C:43]1[CH:48]=[CH:47][CH:46]=[CH:45][C:44]=1[C:49](=[O:57])[C:50]1[CH:55]=[C:54]([Br:56])[CH:53]=[CH:52][N:51]=1)=[O:41]>CN(C)C=O.O1CCCC1>[CH2:1]([O:8][C:9]([NH:11][C@H:12]([C:17]([NH:38][CH2:39][C:40]([NH:42][C:43]1[CH:48]=[CH:47][CH:46]=[CH:45][C:44]=1[C:49](=[O:57])[C:50]1[CH:55]=[C:54]([Br:56])[CH:53]=[CH:52][N:51]=1)=[O:41])=[O:19])[C@H:13]([CH2:15][CH3:16])[CH3:14])=[O:10])[C:2]1[CH:3]=[CH:4][CH:5]=[CH:6][CH:7]=1 |f:3.4.5|. Procedure details: 3.18 g. of N-benzyloxycarbonyl-L-isoleucine were dissolved in 25 ml. of dry tetrahydrofuran and cooled to -10° C. 1.57 ml. of isobutylchloroformate and 1.52 l ml. of N-ethylmorpholine were added and the resulting solution was stirred at -10° C. for 20 minutes. 4.24 g. of 2-amino-N-(4-bromo-2-picolinoylphenyl)-acetamide dihydrochloride, prepared as described in part (A) (i) of Example 1, were added and the resulting suspension was cooled to -20° C. 3.13 ml. of N-ethylmorpholine in 25 ml. of dimet... Starting materials: CC1=CCC2C[C@@H]1C2(C)C ((1S)-(-)-α-pinene), [H-].[Al+3].[Li+].[H-].[H-].[H-] (lithium aluminum hydride), C(C)OC(CN)=O (glycine ethyl ester), NO (Hydroxylamine), C1=C(C(=CC(=C1O)O)F)C(CN)O (6-Fluoronorepinephrine), C(C)(C)(C)OC(CN)=O (Glycine t-butyl ester), C1OC2=C(O1)C=C(C(=C2)C=O)[N+](=O)[O-] (6-nitropiperonal), B(Br)(Br)Br (boron tribromide), S(=O)(Br)Br (thionyl bromide). The product is NCCC1=CC(O)=C(O)C=C1 (dopamine). As a reaction SMILES: CC1[C@H]2C(C)(C)C(C2)CC=1.C1OC2C=C([N+]([O-])=O)C(C=O)=CC=2O1.B(Br)(Br)Br.C(OC(=O)CN)C.[H-].[Al+3].[Li+].[H-].[H-].[H-].S(Br)(Br)=O.C(OC(=O)CN)(C)(C)C.NO.[CH:57]1[C:62]([OH:63])=[C:61]([OH:64])[CH:60]=[C:59](F)[C:58]=1[CH:66](O)[CH2:67][NH2:68]>>[NH2:68][CH2:67][CH2:66][C:58]1[CH:59]=[CH:60][C:61]([OH:64])=[C:62]([OH:63])[CH:57]=1 |f:4.5.6.7.8.9|. Reported procedure: (1S)-(-)-α-pinene, 6-nitropiperonal, boron tribromide, glycine ethyl ester, lithium aluminum hydride (1M in diethyl ether) and thionyl bromide were obtained from Aldrich. Glycine t-butyl ester was purchased from Sigma Chemical Company. Hydroxylamine (free base) was obtained from Southwestern Analytic Chemicals, Inc. 6-Fluoronorepinephrine was purchased from RBI (Research Biochemicals Inc.). Dopamine and dopamine β-hydroxylase was obtained from the Sigma Chemical Co. 1H NMR spectra were also reco... Starting materials: [H-].[Na+] (NaH), CC1C(NCCN1C1=CC(=CC=C1)OC(F)(F)F)=O (3-methyl-4-(3-trifluoromethoxy-phenyl)-piperazin-2-one), BrCCC(=O)N(C)OC (3-bromo-N-methoxy-N-methyl-propionamide). Run in CN(C=O)C (N,N-dimethylformamide). Reaction conditions: time 1 hour. Yields the product CON(C(CCN1C(C(N(CC1)C1=CC(=CC=C1)OC(F)(F)F)C)=O)=O)C (N-Methoxy-N-methyl-3-[3-methyl-2-oxo-4-(3-trifluoromethoxy-phenyl)-piperazin-1-yl]-propionamide). Yield: 105.5%. RXN SMILES: [H-].[Na+].[CH3:3][CH:4]1[N:9]([C:10]2[CH:15]=[CH:14][CH:13]=[C:12]([O:16][C:17]([F:20])([F:19])[F:18])[CH:11]=2)[CH2:8][CH2:7][NH:6][C:5]1=[O:21].Br[CH2:23][CH2:24][C:25]([N:27]([O:29][CH3:30])[CH3:28])=[O:26]>CN(C)C=O>[CH3:30][O:29][N:27]([CH3:28])[C:25](=[O:26])[CH2:24][CH2:23][N:6]1[CH2:7][CH2:8][N:9]([C:10]2[CH:15]=[CH:14][CH:13]=[C:12]([O:16][C:17]([F:20])([F:19])[F:18])[CH:11]=2)[CH:4]([CH3:3])[C:5]1=[O:21] |f:0.1|. Procedure details: NaH (55% dispersion in mineral oil, 24 mg, 0.56 mmol) was added at 0° C. to a solution of 3-methyl-4-(3-trifluoromethoxy-phenyl)-piperazin-2-one (example 41D; 127 mg, 0.46 mmol) in N,N-dimethylformamide (3 mL), then after 5 min a solution of 3-bromo-N-methoxy-N-methyl-propionamide (Patent Application US 2007249589; 100 mg, 0.51 mmol) was added. After 30 min the ice bath was removed and the reaction mixture was allowed to reach RT over 1 h, then partitioned between EtOAc and 10% aq. KHSO4 solutio... Starting materials: NC=1C=C(C=CC1)S(=O)(=O)O (3-aminobenzenesulfonic acid), O.O.O.C(C)(=O)[O-].[Na+] (sodium acetate trihydrate), FC(C=1C=C(CCl)C=CC1)(F)F (3-(trifluoromethyl)benzyl chloride), Cl (HCl). Solvent: O (water), C(C)#N (acetonitrile), C(C)#N (acetonitrile). Reaction conditions: temperature 60 celsius, time 8 hour. Yields the product FC(C=1C=C(C=CC1)CNC=1C=C(C=CC1)S(=O)(=O)O)(F)F (3-(((3-(trifluoromethyl)phenyl)methyl)amino)benzenesulfonic acid). Isolated yield 23.2%. RXN SMILES: [NH2:1][C:2]1[CH:3]=[C:4]([S:8]([OH:11])(=[O:10])=[O:9])[CH:5]=[CH:6][CH:7]=1.O.O.O.C([O-])(=O)C.[Na+].[F:20][C:21]([F:31])([F:30])[C:22]1[CH:23]=[C:24]([CH:27]=[CH:28][CH:29]=1)[CH2:25]Cl.Cl>O.C(#N)C>[F:20][C:21]([F:30])([F:31])[C:22]1[CH:23]=[C:24]([CH2:25][NH:1][C:2]2[CH:3]=[C:4]([S:8]([OH:11])(=[O:9])=[O:10])[CH:5]=[CH:6][CH:7]=2)[CH:27]=[CH:28][CH:29]=1 |f:1.2.3.4.5|. Reported procedure: To 52.0 g (0.30 mole) of 3-aminobenzenesulfonic acid in 225 ml of water was added 83.0 g (0.61 mole) of sodium acetate trihydrate and 75 ml of acetonitrile. The solution was stabilized at about 70° C. and a solution of 38.92 g (0.20mole) of 3-(trifluoromethyl)benzyl chloride in 75 ml of acetonitrile was added dropwise. The resulting orange solution was refluxed for 4 hrs, then acidified by the dropwise addition of 42 ml of conc. HCl while simultaneously removing 105 ml of acetonitrile by distill...